This data is from the Open Reaction Database (ORD), a public repository of structured organic reaction records. The task is: describe an organic reaction: reactants, conditions, products, and yield The reactants are COC(C1=C(C=C(C(=C1)C(C)(C)C)SC(N(C)C)=O)C)=O (5-tert-butyl-4-dimethylcarbamoylsulfanyl-2-methyl-benzoic acid methyl ester), CC(C)C[AlH]CC(C)C.C(Cl)Cl (DIBAL CH2Cl2), C(CC(O)(C(=O)O)CC(=O)O)(=O)O (citric acid). The solvent is C1(=CC=CC=C1)C (toluene). Run at temperature -78 celsius, time 2.5 hour. Yields the product C(C)(C)(C)C1(C(C=CC(=C1)CO)S)C ((5-tert-Butyl-4-mercapto-5-methyl-phenyl)-methanol). As a reaction SMILES: CO[C:3](=[O:21])[C:4]1[CH:9]=[C:8]([C:10]([CH3:13])([CH3:12])[CH3:11])[C:7]([S:14]C(=O)N(C)C)=[CH:6][C:5]=1C.[CH3:22]C(C[AlH]CC(C)C)C.C(Cl)Cl.C(O)(=O)CC(CC(O)=O)(C(O)=O)O>C1(C)C=CC=CC=1>[C:10]([C:8]1([CH3:22])[CH:9]=[C:4]([CH2:3][OH:21])[CH:5]=[CH:6][CH:7]1[SH:14])([CH3:11])([CH3:12])[CH3:13] |f:1.2|. Procedure: To a stirred solution of 12.2 g (39.4 mmol) of 5-tert-butyl-4-dimethylcarbamoylsulfanyl-2-methyl-benzoic acid methyl ester (prepared in Example DDD) in toluene (140 mL) cooled to -78° C. under nitrogen was added 1.0M DIBAL/CH2Cl2 (236.6 mL), dropwise over a 2.5 hour period. The reaction mixture was stirred an additional 30 minutes at -78° C. following addition, then at 0° C. for 1 hour. Saturated aqueous citric acid solution (approximately 600 mL) was added very slowly and carefully. The mixture... RXN SMILES: [C:1]1(/[C:7](/[C:18]2[CH:23]=[CH:22][C:21]([O:24][CH2:25][CH2:26]Br)=[CH:20][CH:19]=2)=[C:8](/[C:12]2[CH:17]=[CH:16][CH:15]=[CH:14][CH:13]=2)\[CH2:9][CH2:10][OH:11])[CH:6]=[CH:5][CH:4]=[CH:3][CH:2]=1.[NH3:28]>C(O)C>[C:1]1(/[C:7](/[C:18]2[CH:23]=[CH:22][C:21]([O:24][CH2:25][CH2:26][NH2:28])=[CH:20][CH:19]=2)=[C:8](/[C:12]2[CH:17]=[CH:16][CH:15]=[CH:14][CH:13]=2)\[CH2:9][CH2:10][OH:11])[CH:6]=[CH:5][CH:4]=[CH:3][CH:2]=1. The product is C1(=CC=CC=C1)/C(=C(\CCO)/C1=CC=CC=C1)/C1=CC=C(C=C1)OCCN (Z-1,2-diphenyl-1-[4-(2-aminoethoxy)phenyl]-1-buten-4-ol). Reactants: C1(=CC=CC=C1)/C(=C(\CCO)/C1=CC=CC=C1)/C1=CC=C(C=C1)OCCBr (Z-1,2-diphenyl-1-[4-(bromoethoxy)phenyl]-1-buten-4-ol), N (ammonia). Reaction conditions: temperature 90 celsius, time 3 hour. Reported procedure: 10.0 g of Z-1,2-diphenyl-1-[4-(bromoethoxy)phenyl]-1-buten-4-ol is added to200 ml of ethanol saturated with ammonia gas. The solution is stirred for 3hours at 90° C. in an autoclave. The solvent is evaporated and the residue is dissolved in ethyl acetate in the presence of 2M sodium hydroxide solution by warming the solution on a water bath. The organic layer is washed with water. The precipitated product is filtered off. The yield is 5.1 g (60%). Run in C(C)O (ethanol). Reactants: FC(C(=O)[O-])(F)F.[Na+] (sodium trifluoroacetate), FC(C(=O)[O-])(F)F.[Na+] (sodium trifluoroacetate), COC=1C(=C2C=CC=C(C2=CC1)C(=O)OC)Br (methyl 6-methoxy-5-bromo-1-naphthoate). The reagents and catalysts are [Cu]I (CuI). Solvent: CN(C=O)C (N,N-dimethylformamide). Conditions: time 5 hour. Yields the product COC=1C(=C2C=CC=C(C2=CC1)C(=O)OC)C(F)(F)F (methyl 6-methoxy-5-trifluoromethyl-1-naphthoate). Yield: 76.0%. As a reaction SMILES: [CH3:1][O:2][C:3]1[C:4](Br)=[C:5]2[C:10](=[CH:11][CH:12]=1)[C:9]([C:13]([O:15][CH3:16])=[O:14])=[CH:8][CH:7]=[CH:6]2.[F:18][C:19]([F:24])([F:23])C([O-])=O.[Na+]>[Cu]I.CN(C)C=O>[CH3:1][O:2][C:3]1[C:4]([C:19]([F:24])([F:23])[F:18])=[C:5]2[C:10](=[CH:11][CH:12]=1)[C:9]([C:13]([O:15][CH3:16])=[O:14])=[CH:8][CH:7]=[CH:6]2 |f:1.2|. Reported procedure: Using the same general procedure as in Comparative Example A, one molar proportion of methyl 6-methoxy-5-bromo-1-naphthoate (MMBN) was reacted with 1.7 molar proportions of sodium trifluoroacetate in the presence of 2 molar proportions of CuI and molar proportions of N,N-dimethylformamide (DMF), with an additional 0.95 molar proportion of sodium trifluoroacetate being added during the course of the reaction. The total reaction time was 5 hours. After workup, the desired methyl 6-methoxy-5-triflu... Reactants: [K] (potassium), OC(C(CO)NC(=O)OCC)C1=CC=C(C=C1)SC (1,3-dihydroxy-1-(4-methylthio-phenyl)-2-ethoxycarbonylamino-propane), C(CCC)(=O)[O-] (butyrate). Solvent: C1(=CC=CC=C1)C (toluene). The product is CSC1=CC=C(C=C1)C1C(NC(O1)=O)O (5-(4-methylthio-phenyl)-4-hydroxy-oxazolidin-2-one). RXN SMILES: O[CH:2]([C:12]1[CH:17]=[CH:16][C:15]([S:18][CH3:19])=[CH:14][CH:13]=1)[CH:3]([NH:6][C:7]([O:9]CC)=[O:8])CO.[K].C([O-])(=[O:25])CCC>C1(C)C=CC=CC=1>[CH3:19][S:18][C:15]1[CH:14]=[CH:13][C:12]([CH:2]2[O:9][C:7](=[O:8])[NH:6][CH:3]2[OH:25])=[CH:17][CH:16]=1 |^1:19|. Reported procedure: Compound (F) (5 g; 17.5 mmols) has been dissolved in warm toluene (25 ml). To this solution, an equimolar amount of potassium ter.butyrate has been added and the reaction mixture has been refluxed for 3 hours. Afterwards, almost all the solvent has been evaporated; water and ice have been added to the residue and the precipitate has been collected by filtration. The thus obtained crude (G) has been recrystallized from ethanol (3.7 g; yield, 88%); m.p. 130°-131° C. The reactants are [N+](=O)([O-])C1=C(CCl)C=CC=C1 (o-nitrobenzylchloride), NC(=S)N (thiourea), C(C)O (ethanol). The solvent is ClCCCC (1-chlorobutane). Product: Cl.C(N)(=N)SCC1=C(C=CC=C1)[N+](=O)[O-] (2-nitrophenylmethyl carbamimidothioate hydrochloride). The yield is 83.7%. Reaction SMILES: [N+:1]([C:4]1[CH:11]=[CH:10][CH:9]=[CH:8][C:5]=1[CH2:6][Cl:7])([O-:3])=[O:2].[NH2:12][C:13]([NH2:15])=[S:14].C(O)C>ClCCCC>[ClH:7].[C:13]([S:14][CH2:6][C:5]1[CH:8]=[CH:9][CH:10]=[CH:11][C:4]=1[N+:1]([O-:3])=[O:2])(=[NH:12])[NH2:15] |f:4.5|. Procedure details: A solution of 153.9 g of o-nitrobenzylchloride and 68.5 g of thiourea in 900 ml of #2B ethanol was stirred at reflux temperature (80°) for 11/4 hours. The solution was cooled to 60° and 1.1 liters of 1-chlorobutane was added. Further cooling to 15° produced a heavy precipitate. The precipitate was filtered, washed with 1-chlorobutane and dried to yield 185.9 g of 2-nitrophenylmethyl carbamimidothioate hydrochloride, m.p. 190°-192°. Starting materials: C(CCCCC)N1CC2C(C2C1)(C)C=1C=C(C=CC1)N (3-(3-hexyl-6-methyl-3-azabicyclo[3.1.0]hex-6-yl)phenylamine), FC(S(=O)(=O)Cl)(F)F (trifluoromethanesulphonyl chloride). Reagents/catalysts: CN(C1=CC=NC=C1)C (4-dimethylaminopyridine). The solvent is N1=CC=CC=C1 (pyridine). Run at time 3 hour. Yields the product FC(S(=O)(=O)NC1=CC(=CC=C1)C1(C2CN(CC12)CCCCCC)C)(F)F (Trifluoro-N-[3-(3-hexyl-6-methyl-3-azabicyclo[3.1.0]hex-6-yl)phenyl]methanesulfonamide). Reaction SMILES: [CH2:1]([N:7]1[CH2:12][CH:11]2[CH:9]([C:10]2([C:14]2[CH:15]=[C:16]([NH2:20])[CH:17]=[CH:18][CH:19]=2)[CH3:13])[CH2:8]1)[CH2:2][CH2:3][CH2:4][CH2:5][CH3:6].[F:21][C:22]([F:28])([F:27])[S:23](Cl)(=[O:25])=[O:24]>N1C=CC=CC=1.CN(C)C1C=CN=CC=1>[F:21][C:22]([F:28])([F:27])[S:23]([NH:20][C:16]1[CH:17]=[CH:18][CH:19]=[C:14]([C:10]2([CH3:13])[CH:11]3[CH:9]2[CH2:8][N:7]([CH2:1][CH2:2][CH2:3][CH2:4][CH2:5][CH3:6])[CH2:12]3)[CH:15]=1)(=[O:25])=[O:24]. Reported procedure: A solution of 3-(3-hexyl-6-methyl-3-azabicyclo[3.1.0]hex-6-yl)phenylamine (Preparation 12, 0.10 g, 0.37 mmol) in pyridine (10 ml) cooled at 0° C. was treated with trifluoromethanesulphonyl chloride (0.14 g, 0.88 rumol) and 4-dimethylaminopyridine (5 mg). The reaction mixture was stirred at room temperature for 3 h. The reaction mixture was concentrated in vacuo and the residue was poured into saturated aqueous sodium hydrogen carbonate solution (100 ml) and extracted with dichloromethane (3×50 m... Starting materials: C(C)(C)N1N=CC2=C1C(NC1(C2)CCN(CC1)C(=O)OC(C)(C)C)=O (tert-butyl 1′-isopropyl-7′-oxo-1′,4′,6′,7′-tetrahydrospiro[piperidine-4,5′-pyrazolo[3,4-c]pyridine]-1-carboxylate), Cl (HCl), resultant solution, CO (methanol). Run in C(C)(=O)OCC (ethyl acetate), O1CCOCC1 (dioxane). Conditions: time 30 minute. Yields the product C(C)(C)N1N=CC2=C1C(NC1(C2)CCNCC1)=O (1′-isopropyl-4′,6′-dihydrospiro[piperidine-4,5′-pyrazolo[3,4-c]pyridin]-7′(1′H)-one). Yield: 98.6%. RXN SMILES: [CH:1]([N:4]1[C:8]2[C:9](=[O:25])[NH:10][C:11]3([CH2:17][CH2:16][N:15](C(OC(C)(C)C)=O)[CH2:14][CH2:13]3)[CH2:12][C:7]=2[CH:6]=[N:5]1)([CH3:3])[CH3:2].Cl.CO>C(OCC)(=O)C.O1CCOCC1>[CH:1]([N:4]1[C:8]2[C:9](=[O:25])[NH:10][C:11]3([CH2:17][CH2:16][NH:15][CH2:14][CH2:13]3)[CH2:12][C:7]=2[CH:6]=[N:5]1)([CH3:3])[CH3:2]. Reported procedure: To a solution of tert-butyl 1′-isopropyl-7′-oxo-1′,4′,6′,7′-tetrahydrospiro[piperidine-4,5′-pyrazolo[3,4-c]pyridine]-1-carboxylate (100 mg, 0.29 mmol) in 4 mL ethyl acetate was added 4 N HCl in dioxane (2 mL). After stirring 30 minutes at room temperature, methanol (1 mL) was added and the resultant solution was stirred for 5 hours at room temperature. The volatiles were removed under reduced pressure and the resultant colorless solid triturated with 1:1 acetonitrile/dichloromethane to yield 71 ...